This data is from the Open Reaction Database (ORD), a public repository of structured organic reaction records. The task is: describe an organic reaction: reactants, conditions, products, and yield The reactants are [H-].[Al+3].[Li+].[H-].[H-].[H-] (lithium aluminium hydride), [H-].[Al+3].[Li+].[H-].[H-].[H-] (lithium aluminium hydride), C(C)(=O)NCC1(CCCCC1)N1CCCCC1 (1-[1-(acetamidomethyl)cyclohexyl] piperidine), O (Water). Solvent: O1CCCC1 (tetrahydrofuran), O1CCCC1 (tetrahydrofuran). Reaction conditions: time 10 minute. Yields the product C(C)NCC1(CCCCC1)N1CCCCC1 (1-[1-(Ethylaminomethyl)cyclohexyl]piperidine). The yield is 67.6%. Reaction SMILES: [C:1]([NH:4][CH2:5][C:6]1([N:12]2[CH2:17][CH2:16][CH2:15][CH2:14][CH2:13]2)[CH2:11][CH2:10][CH2:9][CH2:8][CH2:7]1)(=O)[CH3:2].[H-].[Al+3].[Li+].[H-].[H-].[H-].O>O1CCCC1>[CH2:1]([NH:4][CH2:5][C:6]1([N:12]2[CH2:17][CH2:16][CH2:15][CH2:14][CH2:13]2)[CH2:11][CH2:10][CH2:9][CH2:8][CH2:7]1)[CH3:2] |f:1.2.3.4.5.6|. Procedure: A solution of 1-[1-(acetamidomethyl)cyclohexyl] piperidine (5.5 g.) in dry tetrahydrofuran (50 ml) was added dropwise with stirring during 10 mins. to a suspension of lithium aluminium hydride (3.8 g.) in dry tetrahydrofuran (100 ml). The mixture was heated under reflux for 51/2 hrs. and stirred at room temperature for 16 hrs. Water (10 ml) was added dropwise to decompose excess lithium aluminium hydride (grey suspension had turned white). The suspension was filtered through hyflo, washed with e... Starting materials: C(C1=CC=CC=C1)OC(=O)N1[C@@H](C[C@@H]([C@H](C1)OCC=1C=CC2=C(N(CCO2)CCCOC)C1)C1=CC=C(C=C1)OC)C(=O)O ((2S,4R,5R)-4-(4-methoxy-phenyl)-5-[4-(3-methoxy-propyl)-3,4-dihydro-2H-benzo[1,4]oxazin-6-ylmethoxy]-piperidine-1,2-dicarboxylic acid 1-benzyl ester), Cl.CN (methylamine-hydrochloride). Yields the product C(C1=CC=CC=C1)OC(=O)N1[C@@H](C[C@@H]([C@H](C1)OCC=1C=CC2=C(N(CCO2)CCCOC)C1)C1=CC=C(C=C1)OC)C(NC)=O ((2S,4R,5R)-4-(4-methoxy-phenyl)-5-[4-(3-methoxy-propyl)-3,4-dihydro-2H-benzo[1,4]oxazin-6-ylmethoxy]-2-methylcarbamoyl-piperidine-1-carboxylic acid benzyl ester). Reaction SMILES: [CH2:1]([O:8][C:9]([N:11]1[CH2:16][C@H:15]([O:17][CH2:18][C:19]2[CH:20]=[CH:21][C:22]3[O:27][CH2:26][CH2:25][N:24]([CH2:28][CH2:29][CH2:30][O:31][CH3:32])[C:23]=3[CH:33]=2)[C@@H:14]([C:34]2[CH:39]=[CH:38][C:37]([O:40][CH3:41])=[CH:36][CH:35]=2)[CH2:13][C@H:12]1[C:42]([OH:44])=O)=[O:10])[C:2]1[CH:7]=[CH:6][CH:5]=[CH:4][CH:3]=1.Cl.[CH3:46][NH2:47]>>[CH2:1]([O:8][C:9]([N:11]1[CH2:16][C@H:15]([O:17][CH2:18][C:19]2[CH:20]=[CH:21][C:22]3[O:27][CH2:26][CH2:25][N:24]([CH2:28][CH2:29][CH2:30][O:31][CH3:32])[C:23]=3[CH:33]=2)[C@@H:14]([C:34]2[CH:39]=[CH:38][C:37]([O:40][CH3:41])=[CH:36][CH:35]=2)[CH2:13][C@H:12]1[C:42](=[O:44])[NH:47][CH3:46])=[O:10])[C:2]1[CH:7]=[CH:6][CH:5]=[CH:4][CH:3]=1 |f:1.2|. Procedure: According to general procedure D, 0.05 g of (2S,4R,5R)-4-(4-methoxy-phenyl)-5-[4-(3-methoxy-propyl)-3,4-dihydro-2H-benzo[1,4]oxazin-6-ylmethoxy]-piperidine-1,2-dicarboxylic acid 1-benzyl ester (from example 3b) and methylamine-hydrochloride are used to afford the title compound as a yellow oil. Rf=0.50 (dichlormethane-methanol 9:1); Rt=4.52. The reactants are N1=C(C=CC2=CC=CC=C12)C(=O)Cl (Quinoline-2-carbonyl chloride), NCCCCN1C(=NC=2C(=NC=3C=CC=CC3C21)N)CC2=CC=C(C=C2)OC (1-(4-aminobutyl)-2-(4-methoxybenzyl)-1H-imidazo[4,5-c]quinolin-4-amine), ClCCl (dichloromethane). Run in C(C)N(CC)CC (triethylamine). Product: NC1=NC=2C=CC=CC2C2=C1N=C(N2CCCCNC(=O)C2=NC1=CC=CC=C1C=C2)CC2=CC=C(C=C2)OC (N2-{4-[4-amino-2-(4-methoxybenzyl)-1H-imidazo[4,5-c]quinolin-1-yl]butyl}-2-quinolinecarboxamide). Yield: 27.5%. As a reaction SMILES: [N:1]1[C:10]2[C:5](=[CH:6][CH:7]=[CH:8][CH:9]=2)[CH:4]=[CH:3][C:2]=1[C:11](Cl)=[O:12].[NH2:14][CH2:15][CH2:16][CH2:17][CH2:18][N:19]1[C:31]2[C:30]3[CH:29]=[CH:28][CH:27]=[CH:26][C:25]=3[N:24]=[C:23]([NH2:32])[C:22]=2[N:21]=[C:20]1[CH2:33][C:34]1[CH:39]=[CH:38][C:37]([O:40][CH3:41])=[CH:36][CH:35]=1.ClCCl>C(N(CC)CC)C>[NH2:32][C:23]1[C:22]2[N:21]=[C:20]([CH2:33][C:34]3[CH:39]=[CH:38][C:37]([O:40][CH3:41])=[CH:36][CH:35]=3)[N:19]([CH2:18][CH2:17][CH2:16][CH2:15][NH:14][C:11]([C:2]3[CH:3]=[CH:4][C:5]4[C:10](=[CH:9][CH:8]=[CH:7][CH:6]=4)[N:1]=3)=[O:12])[C:31]=2[C:30]2[CH:29]=[CH:28][CH:27]=[CH:26][C:25]=2[N:24]=1. Procedure: Quinoline-2-carbonyl chloride (0.28 g in 10 ml dichloromethane, 1.46 mmol) was added dropwise to a stirring solution of 1-(4-aminobutyl)-2-(4-methoxybenzyl)-1H-imidazo[4,5-c]quinolin-4-amine (0.49 g, 1.3 mmol), dichloromethane (140 ml) and triethylamine (0.5 ml). The reaction was maintained for 17 hours and then concentrated in vacuo. The yellow residue was partitioned between dichloromethane and saturated aqueous sodium bicarbonate. The organic fraction was dried (MgSO4), filtered, and concentr... The reactants are COc1ccccc1B(O)O, CC#N, Cc1cc(C(=O)N2Cc3ccc(C(=O)NCc4cccnc4)n3Cc3ccccc32)ccc1I, [Na+], [Na+], O=C([O-])[O-], c1ccc(P(c2ccccc2)(c2ccccc2)[Pd](P(c2ccccc2)(c2ccccc2)c2ccccc2)(P(c2ccccc2)(c2ccccc2)c2ccccc2)P(c2ccccc2)(c2ccccc2)c2ccccc2)cc1. The product is COc1ccccc1-c1ccc(C(=O)N2Cc3ccc(C(=O)NCc4cccnc4)n3Cc3ccccc32)cc1C. RXN SMILES: [CH3:35][O:36][c:37]1[c:38]([B:43]([OH:44])[OH:45])[cH:39][cH:40][cH:41][cH:42]1.[CH3:52][C:53]#[N:54].[I:1][c:2]1[c:3]([CH3:34])[cH:4][c:5]([C:6](=[O:7])[N:8]2[CH2:9][c:10]3[n:11]([c:19]([C:22](=[O:23])[NH:24][CH2:25][c:26]4[cH:27][n:28][cH:29][cH:30][cH:31]4)[cH:20][cH:21]3)[CH2:12][c:13]3[c:14]2[cH:15][cH:16][cH:17][cH:18]3)[cH:32][cH:33]1.[Na+:46].[Na+:47].[O-:48][C:49](=[O:50])[O-:51].[cH:55]1[cH:56][cH:57][c:58]([P:59]([Pd:60]([P:61]([c:62]2[cH:63][cH:64][cH:65][cH:66][cH:67]2)([c:68]2[cH:69][cH:70][cH:71][cH:72][cH:73]2)[c:74]2[cH:75][cH:76][cH:77][cH:78][cH:79]2)([P:80]([c:81]2[cH:82][cH:83][cH:84][cH:85][cH:86]2)([c:87]2[cH:88][cH:89][cH:90][cH:91][cH:92]2)[c:93]2[cH:94][cH:95][cH:96][cH:97][cH:98]2)[P:99]([c:100]2[cH:101][cH:102][cH:103][cH:104][cH:105]2)([c:106]2[cH:107][cH:108][cH:109][cH:110][cH:111]2)[c:112]2[cH:113][cH:114][cH:115][cH:116][cH:117]2)([c:118]2[cH:119][cH:120][cH:121][cH:122][cH:123]2)[c:124]2[cH:125][cH:126][cH:127][cH:128][cH:129]2)[cH:130][cH:131]1>>[c:2]1(-[c:38]2[c:37]([O:36][CH3:35])[cH:42][cH:41][cH:40][cH:39]2)[c:3]([CH3:34])[cH:4][c:5]([C:6](=[O:7])[N:8]2[CH2:9][c:10]3[n:11]([c:19]([C:22](=[O:23])[NH:24][CH2:25][c:26]4[cH:27][n:28][cH:29][cH:30][cH:31]4)[cH:20][cH:21]3)[CH2:12][c:13]3[c:14]2[cH:15][cH:16][cH:17][cH:18]3)[cH:32][cH:33]1. Reactants: ClC1=NC=2N(C(=C1C1=CC=CC=C1)Cl)N=C(N2)C (5,7-dichloro-2-methyl-6-phenyl[1,2,4]triazolo[1,5-a]pyrimidine), N (ammonia). Reagents/catalysts: [Zn] (zinc). Solvent: ClCCl (dichloromethane), [Cl-].[Na+].O (brine). Reaction conditions: time 1 hour. Yields the product ClC1=NC=2N(C=C1C1=CC=CC=C1)N=C(N2)C (5-chloro-2-methyl-6-phenyl[1,2,4]triazolo[1,5-a]pyrimidine). RXN SMILES: [Cl:1][C:2]1[C:7]([C:8]2[CH:13]=[CH:12][CH:11]=[CH:10][CH:9]=2)=[C:6](Cl)[N:5]2[N:15]=[C:16]([CH3:18])[N:17]=[C:4]2[N:3]=1.N>ClCCl.[Cl-].[Na+].O.[Zn]>[Cl:1][C:2]1[C:7]([C:8]2[CH:13]=[CH:12][CH:11]=[CH:10][CH:9]=2)=[CH:6][N:5]2[N:15]=[C:16]([CH3:18])[N:17]=[C:4]2[N:3]=1 |f:3.4.5|. Procedure details: 34.5 g 5,7-dichloro-2-methyl-6-phenyl[1,2,4]triazolo[1,5-a]pyrimidine is dissolved in 500 ml dichloromethane. 500 ml brine, 250 ml ammonia solution 25% w/w and 34.0 g zinc powder are added and the mixture is stirred at room temperature for 1 h. The reaction mixture is filtrated over kieselgur and is washed with dichloromethane and water. The organic phase is separated and the water phase is extracted with dichloromethane. The combined dichloromethane phase is dried over Na2SO4 and the solvent is... Starting materials: COC1=C(C=CC=2N(C=NC21)C2OCCCC2)C=NO (4-methoxy-1-(tetrahydro-pyran-2-yl)-1H-benzoimidazole-5-carbaldehyde oxime), N (ammonia). The reagents and catalysts are [Ni] (Raney Nickel). The solvent is CO (MeOH). Run at time 8 hour. The product is COC1=C(C=CC=2N(C=NC21)C2OCCCC2)CN ((4-Methoxy-1-(tetrahydro-2H-pyran-2-yl)-1H-benzo[d]imidazol-5-yl)methanamine). Isolated yield 58.9%. As a reaction SMILES: [CH3:1][O:2][C:3]1[C:11]2[N:10]=[CH:9][N:8]([CH:12]3[CH2:17][CH2:16][CH2:15][CH2:14][O:13]3)[C:7]=2[CH:6]=[CH:5][C:4]=1[CH:18]=[N:19]O.N>CO.[Ni]>[CH3:1][O:2][C:3]1[C:11]2[N:10]=[CH:9][N:8]([CH:12]3[CH2:17][CH2:16][CH2:15][CH2:14][O:13]3)[C:7]=2[CH:6]=[CH:5][C:4]=1[CH2:18][NH2:19]. Procedure details: A 1 L autoclave was cooled under a stream of nitrogen and charged with 4-methoxy-1-(tetrahydro-pyran-2-yl)-1H-benzoimidazole-5-carbaldehyde oxime (14.50 g, 0.052 mol, 1.0 equiv.) and aqueous ammonia (30 mL) in MeOH (300 mL). To this was added Raney Nickel (15.0 g, w/w) and the reaction was stirred at RT under hydrogen (pressure ˜60 psi) overnight. The reaction mixture was then filtered through a Celite® pad and the filtrate was concentrated in vacuo. The crude material was purified by neutral al... Starting materials: solution, C(CCC)[Li] (n-butyl lithium), resultant mixture, [Br-].CC1=CC=C(C=C1)CC[P+](C1=CC=CC=C1)(C1=CC=CC=C1)C1=CC=CC=C1 ([2-(4-methylphenyl)ethyl]triphenyl-phosphonium bromide), [N+](=O)([O-])C1=CC=C(C=O)C=C1 (p-nitrobenzaldehyde). Run in CCCCCC (hexane), O1CCCC1 (tetrahydrofuran), O1CCCC1 (tetrahydrofuran), O (water). Run at time 8 hour. The product is CC1=CC=C(C=C1)CC=CC1=CC=C(C=C1)[N+](=O)[O-] (4-[3-(4-methylphenyl)-1-propenyl]nitrobenzene). Yield: 83.0%. As a reaction SMILES: [Br-].[CH3:2][C:3]1[CH:8]=[CH:7][C:6]([CH2:9][CH2:10][P+](C2C=CC=CC=2)(C2C=CC=CC=2)C2C=CC=CC=2)=[CH:5][CH:4]=1.C([Li])CCC.[N+:35]([C:38]1[CH:45]=[CH:44][C:41]([CH:42]=O)=[CH:40][CH:39]=1)([O-:37])=[O:36]>O1CCCC1.CCCCCC.O>[CH3:2][C:3]1[CH:4]=[CH:5][C:6]([CH2:9][CH:10]=[CH:42][C:41]2[CH:44]=[CH:45][C:38]([N+:35]([O-:37])=[O:36])=[CH:39][CH:40]=2)=[CH:7][CH:8]=1 |f:0.1|. Procedure: To a suspension of [2-(4-methylphenyl)ethyl]triphenyl-phosphonium bromide (55.4 g) in anhydrous tetrahydrofuran (840 ml) kept at -50° C., a 1.5 N solution of n-butyl lithium in hexane (80 ml) was added, and the resultant mixture was stirred for a while. A solution of p-nitrobenzaldehyde (15.1 g) in anhydrous tetrahydrofuran (100 ml) was added thereto. The resulting mixture was allowed to stand at room temperature overnight, diluted with water and extracted with ethyl acetate. The extract was con...